Dataset: the Open Reaction Database (ORD), a public repository of structured organic reaction records. Task: describe an organic reaction: reactants, conditions, products, and yield Starting materials: Cc1cn(-c2ccc(Br)cc2C#N)cn1, Cc1nc(N)nn1-c1ccc(F)cc1. RXN SMILES: [Br:1][c:2]1[cH:3][cH:4][c:5](-[n:10]2[cH:11][n:12][c:13]([CH3:15])[cH:14]2)[c:6]([C:7]#[N:8])[cH:9]1.[F:16][c:17]1[cH:18][cH:19][c:20](-[n:23]2[n:24][c:25]([NH2:29])[n:26][c:27]2[CH3:28])[cH:21][cH:22]1>>[c:2]1([NH:29][c:25]2[n:24][n:23](-[c:20]3[cH:19][cH:18][c:17]([F:16])[cH:22][cH:21]3)[c:27]([CH3:28])[n:26]2)[cH:3][cH:4][c:5](-[n:10]2[cH:11][n:12][c:13]([CH3:15])[cH:14]2)[c:6]([C:7]#[N:8])[cH:9]1. Yields the product Cc1cn(-c2ccc(Nc3nc(C)n(-c4ccc(F)cc4)n3)cc2C#N)cn1. Reactants: CO, [N-]=[N+]=NCc1ccn(-c2ccc(I)cc2)n1. The product is NCc1ccn(-c2ccc(I)cc2)n1. As a reaction SMILES: [CH3:17][OH:18].[N:1](=[N+:2]=[N-:3])[CH2:4][c:5]1[n:6][n:7](-[c:10]2[cH:11][cH:12][c:13]([I:16])[cH:14][cH:15]2)[cH:8][cH:9]1>>[NH2:1][CH2:4][c:5]1[n:6][n:7](-[c:10]2[cH:11][cH:12][c:13]([I:16])[cH:14][cH:15]2)[cH:8][cH:9]1.